Task: describe an organic reaction: reactants, conditions, products, and yield. Dataset: the Open Reaction Database (ORD), a public repository of structured organic reaction records The reactants are Cl.Cl.N[C@@H]1CC[C@H](CC1)CCN1C[C@@H]2[C@@H](C1)C=1C=C(C=CC1OC2)C#N ((3aS,9bR)-2-[2-(trans-4-Aminocyclohexyl)ethyl]-1,2,3,3a,4,9b-hexahydrochromeno[3,4-c]pyrrole-8-carbonitrile dihydrochloride), CCOC1=C(C(=O)C1=O)OCC (diethyl squarate), O (water). Run in C(C)O (ethanol). Product: C(C)OC1=C(C(C1=O)=O)N[C@@H]1CC[C@H](CC1)CCN1C[C@@H]2[C@@H](C1)C=1C=C(C=CC1OC2)C#N ((3aS,9bR)-2-(2-{trans-4-[(2-Ethoxy-3,4-dioxocyclobuten-1-yl)amino]-cyclohexyl}ethyl)-1,2,3,3a,4,9b-hexahydrochromeno[3,4-c]pyrrole-8-carbonitrile). As a reaction SMILES: Cl.Cl.[NH2:3][C@H:4]1[CH2:9][CH2:8][C@H:7]([CH2:10][CH2:11][N:12]2[CH2:16][C@H:15]3[C:17]4[CH:18]=[C:19]([C:25]#[N:26])[CH:20]=[CH:21][C:22]=4[O:23][CH2:24][C@@H:14]3[CH2:13]2)[CH2:6][CH2:5]1.[CH3:27][CH2:28][O:29][C:30]1[C:34](=O)[C:32](=[O:33])[C:31]=1[O:36]CC.O>C(O)C>[CH2:28]([O:29][C:30]1[C:31](=[O:36])[C:32](=[O:33])[C:34]=1[NH:3][C@H:4]1[CH2:9][CH2:8][C@H:7]([CH2:10][CH2:11][N:12]2[CH2:16][C@H:15]3[C:17]4[CH:18]=[C:19]([C:25]#[N:26])[CH:20]=[CH:21][C:22]=4[O:23][CH2:24][C@@H:14]3[CH2:13]2)[CH2:6][CH2:5]1)[CH3:27] |f:0.1.2|. Procedure details: 2 g of the compound of Example 1 (6.15 mmol) and 0.9 ml of diethyl squarate are stirred at ambient temperature for 2 hours in 15 ml of ethanol. After adding water, the crystals obtained are filtered off and dried in a desiccator to yield the title product in the form of a white powder. The reactants are CN(C)[C-]1C=CC=C1.[CH-]1C=CC=C1.[Fe+2] (Dimethylaminoferrocene), B(F)(F)F.CCOCC (BF3.OEt2), [Li]CCCC (n-BuLi), P(C1=CC=CC=C1)(C1=CC=CC=C1)Cl (Ph2PCl). Solvent: CCOCC (Et2O), C1CCOC1 (THF). The product is C1(=CC=CC=C1)P(C=1[C-](C=CC1)N(C)C)C1=CC=CC=C1.[CH-]1C=CC=C1.[Fe+2] (2-Diphenylphosphino-dimethylaminoferrocene). Isolated yield 76.7%. RXN SMILES: [CH3:1][N:2]([C-:4]1[CH:8]=[CH:7][CH:6]=[CH:5]1)[CH3:3].[CH-:9]1[CH:13]=[CH:12][CH:11]=[CH:10]1.[Fe+2:14].B(F)(F)F.CCOCC.[Li]CCCC.[P:29](Cl)([C:36]1[CH:41]=[CH:40][CH:39]=[CH:38][CH:37]=1)[C:30]1[CH:35]=[CH:34][CH:33]=[CH:32][CH:31]=1>C1COCC1.CCOCC>[C:36]1([P:29]([C:30]2[CH:31]=[CH:32][CH:33]=[CH:34][CH:35]=2)[C:5]2[C-:4]([N:2]([CH3:3])[CH3:1])[CH:8]=[CH:7][CH:6]=2)[CH:37]=[CH:38][CH:39]=[CH:40][CH:41]=1.[CH-:9]1[CH:13]=[CH:12][CH:11]=[CH:10]1.[Fe+2:14] |f:0.1.2,3.4,9.10.11|. Procedure: A solution of 11 (229 mg, 1.00 mmol) in THF (10 mL) was sequentially treated with BF3.OEt2 (0.13 mL, 1.05 mmol), n-BuLi (0.45 mL, 2.45 M, 1.10 mmol) and Ph2PCl (0.22 mL, 1.20 mmol). Standard workup followed by column chromatography of the pre-adsorbed product (silica gel, Et2O) gave an orange solid. Recrystallization from Et2O afforded 12f (317 mg, 77%) as orange needles in two crops; mp 146-148° C. (Et2O); IR (KBr) vmax 3090, 3050, 2952, 2840, 2780, 1494 cm−1; 31P NMR (121.5 MHz, CDCl3) −20.37;... The reactants are O=C(O)c1cc(S(=O)(=O)Cl)ccc1Cl, Cl, C1=CCNCC1, O. Yields the product O=C(O)c1cc(S(=O)(=O)N2CC=CCC2)ccc1Cl. As a reaction SMILES: [Cl:1][c:2]1[c:3]([C:4](=[O:5])[OH:6])[cH:7][c:8]([S:11](=[O:12])(=[O:13])[Cl:14])[cH:9][cH:10]1.[ClH:21].[NH:15]1[CH2:16][CH:17]=[CH:18][CH2:19][CH2:20]1.[OH2:22]>>[Cl:1][c:2]1[c:3]([C:4](=[O:5])[OH:6])[cH:7][c:8]([S:11](=[O:12])(=[O:13])[N:15]2[CH2:16][CH:17]=[CH:18][CH2:19][CH2:20]2)[cH:9][cH:10]1. Reactants: BrCCCCCC (1-bromohexane), C([O-])([O-])=O.[K+].[K+] (potassium carbonate), FC1=C(C=CC=C1F)O (2,3-Difluorophenol). Product: FC1=C(C=CC=C1F)OCCCCCC (2,3-Difluoro-1-n-hexoxybenzene). As a reaction SMILES: Br[CH2:2][CH2:3][CH2:4][CH2:5][CH2:6][CH3:7].C(=O)([O-])[O-].[K+].[K+].[F:14][C:15]1[C:20]([F:21])=[CH:19][CH:18]=[CH:17][C:16]=1[OH:22]>>[F:14][C:15]1[C:20]([F:21])=[CH:19][CH:18]=[CH:17][C:16]=1[O:22][CH2:2][CH2:3][CH2:4][CH2:5][CH2:6][CH3:7] |f:1.2.3|. Reported procedure: Quantities: 1-bromohexane (50 g, 0.3 mol), potassium carbonate (83 g, 0.6mol) and compound from Example 37 (39 g, 0.3 mol). The experimental procedure was as described in Example 38. Reactants: C(C)(=O)C=1C(OC(=C(C1O)C(C)=O)O)=O (3,5-diacetyl-4,6-dihydroxy-2H-pyran-2-one), NC1=CC=C(C=C1)S (p-aminothiophenol). Solvent: CO (methanol). Yields the product C(C)(=O)C1=C(C(C(OC1=O)=O)=C(C)NC1=CC=C(C=C1)S)O (5-acetyl-4-hydroxy-3-[1-(p-mercaptophenylamino)ethylidene]-2H-pyran-2,6(3H)-dione). As a reaction SMILES: [C:1]([C:4]1[C:5](=[O:15])[O:6][C:7]([OH:14])=[C:8]([C:11](=[O:13])[CH3:12])[C:9]=1[OH:10])(=O)[CH3:2].[NH2:16][C:17]1[CH:22]=[CH:21][C:20]([SH:23])=[CH:19][CH:18]=1>CO>[C:11]([C:8]1[C:7](=[O:14])[O:6][C:5](=[O:15])[C:4](=[C:1]([NH:16][C:17]2[CH:22]=[CH:21][C:20]([SH:23])=[CH:19][CH:18]=2)[CH3:2])[C:9]=1[OH:10])(=[O:13])[CH3:12]. Reported procedure: A mixture of 2.12 g. of 3,5-diacetyl-4,6-dihydroxy-2H-pyran-2-one, 1.25 g. of p-aminothiophenol and 75 ml. of methanol is refluxed for 2 hours, cooled and filtered to yield 5-acetyl-4-hydroxy-3-[1-(p-mercaptophenylamino)ethylidene]-2H-pyran-2,6(3H)-dione, m.p. 207° -210° C. Solvent: CN(C=O)C (dimethylformamide). Product: C(C1=CC=CC=C1)OC1=C(C=O)C=CC=C1 (2-(benzyloxy)benzaldehyde). Reaction SMILES: [CH:1](=[O:9])[C:2]1[C:3](=[CH:5][CH:6]=[CH:7][CH:8]=1)[OH:4].[CH2:10](Br)[C:11]1[CH:16]=[CH:15][CH:14]=[CH:13][CH:12]=1.C(=O)([O-])[O-].[K+].[K+]>CN(C)C=O>[CH2:10]([O:4][C:3]1[CH:5]=[CH:6][CH:7]=[CH:8][C:2]=1[CH:1]=[O:9])[C:11]1[CH:16]=[CH:15][CH:14]=[CH:13][CH:12]=1 |f:2.3.4|. Conditions: time 48 hour. Procedure details: Salicylaldehyde (50 mmoles) was dissolved in dry dimethylformamide (DMF) (100 ml) at room temperature. Benzyl bromide (75 mmoles) was then added followed by the potassium carbonate (125 mmoles) and the mixture stirred at room temperature for 48 h. The mixture is then filtered to remove the potassium carbonate and the filtrate is mixed with ethyl acetate. The organic phase is washed with water (3×200 ml), brine and dried over MgSO4. The solution is then filtered and evaporated in vacuo to provide... Starting materials: C(C1=CC=CC=C1)Br (Benzyl bromide), C(C=1C(O)=CC=CC1)=O (Salicylaldehyde), C([O-])([O-])=O.[K+].[K+] (potassium carbonate). Reactants: C(CC(=O)[O-])(=O)OCC1=CC=CC=C1 (mono-benzyl malonate), C(C(=O)Cl)(=O)Cl (oxalyl chloride). The reagents and catalysts are CN(C=O)C (dimethylformamide). Run in C(Cl)Cl (methylene chloride). Reaction conditions: time 3 hour. The product is ClC(CC(=O)OCC1=CC=CC=C1)=O (Benzyl 3-chloro-3-oxopropionate). Reaction SMILES: [C:1]([O:7][CH2:8][C:9]1[CH:14]=[CH:13][CH:12]=[CH:11][CH:10]=1)(=[O:6])[CH2:2][C:3]([O-])=[O:4].C(Cl)(=O)C([Cl:18])=O>C(Cl)Cl.CN(C)C=O>[Cl:18][C:3](=[O:4])[CH2:2][C:1]([O:7][CH2:8][C:9]1[CH:14]=[CH:13][CH:12]=[CH:11][CH:10]=1)=[O:6]. Procedure details: To the solution of commercially available mono-benzyl malonate (Aldrich Chemical Co., Milwaukee, Wis.) (7.76 g, 40 mmol) in methylene chloride (100 mL) was added oxalyl chloride (14 mL, 160 mmol) followed by 3 drops of dimethylformamide. The reaction mixture was stirred at room temperature for 3 hours and concentrated in vacuo.